Dataset: the Open Reaction Database (ORD), a public repository of structured organic reaction records. Task: describe an organic reaction: reactants, conditions, products, and yield Reactants: amide, NCCCCCCO (6-amino-1-hexanol), OC=1C(=C2CCC(OC2=C(C1C)C)(C(=O)O)C)C (6-hydroxy-2,5,7,8-tetramethylchroman-2-carboxylic acid), C1=CN(C=N1)C(=O)N2C=CN=C2 (CDI). Yields the product OC=1C(=C2CCC(OC2=C(C1C)C)(C(=O)NCCCCCCO)C)C (6-hydroxy-N-(6-hydroxyhexyl)-2,5,7,8-tetramethylchroman-2-carboxamide). Isolated yield 23.0%. RXN SMILES: [OH:1][C:2]1[C:3]([CH3:18])=[C:4]2[C:9](=[C:10]([CH3:13])[C:11]=1[CH3:12])[O:8][C:7]([CH3:17])([C:14]([OH:16])=O)[CH2:6][CH2:5]2.C1N=CN(C(N2C=NC=C2)=O)C=1.[NH2:31][CH2:32][CH2:33][CH2:34][CH2:35][CH2:36][CH2:37][OH:38]>>[OH:1][C:2]1[C:3]([CH3:18])=[C:4]2[C:9](=[C:10]([CH3:13])[C:11]=1[CH3:12])[O:8][C:7]([CH3:17])([C:14]([NH:31][CH2:32][CH2:33][CH2:34][CH2:35][CH2:36][CH2:37][OH:38])=[O:16])[CH2:6][CH2:5]2. Reported procedure: Following the amide coupling procedure described in protocol A, 500 mg 6-hydroxy-2,5,7,8-tetramethylchroman-2-carboxylic acid (2.0 mmol), 356 mg CDI (2.2 mmol) and 468 mg 6-amino-1-hexanol (4.0 mmol) yielded 161 mg of 6-hydroxy-N-(6-hydroxyhexyl)-2,5,7,8-tetramethylchroman-2-carboxamide as a white solid. Reactants: C(C)(C)(C)OC(=O)N1CCC(CC1)C1=NC(=C(C=C1)N)Br (5-amino-6-bromo-3′,4′,5′,6′-tetrahydro-2′H-[2,4′]bipyridinyl-1′-carboxylic acid tert-butyl ester), C1(=CC=CC=C1)C (toluene), CCO (EtOH), 4,4-dicyclohex-1-enylboronic acid, C(=O)([O-])[O-].[Na+].[Na+] (Na2CO3). The reagents and catalysts are C=1C=CC(=CC1)[P](C=2C=CC=CC2)(C=3C=CC=CC3)[Pd]([P](C=4C=CC=CC4)(C=5C=CC=CC5)C=6C=CC=CC6)([P](C=7C=CC=CC7)(C=8C=CC=CC8)C=9C=CC=CC9)[P](C=1C=CC=CC1)(C=1C=CC=CC1)C=1C=CC=CC1 (Pd(PPh3)4). The solvent is CCOC(=O)C (EtOAc). Conditions: temperature 80 celsius. Product: EtOAc-hexanes, C(C)(C)(C)OC(=O)N1CCC(CC1)C1=NC(=C(C=C1)N)C1=CCC(CC1)(C)C (5-Amino-6-(4,4-dim ethyl-cyclohex-1-enyl)-3′,4′,5′,6′-tetrahydro-2′H-[2,4]bipyridinyl-1′-carboxylic acid tert-butyl ester). Yield: 66.0%. RXN SMILES: [C:1]([O:5][C:6]([N:8]1[CH2:13][CH2:12][CH:11]([C:14]2[CH:19]=[CH:18][C:17]([NH2:20])=[C:16](Br)[N:15]=2)[CH2:10][CH2:9]1)=[O:7])([CH3:4])([CH3:3])[CH3:2].[CH3:22]CO.C([O-])([O-])=O.[Na+].[Na+].[C:31]1([CH3:37])[CH:36]=[CH:35][CH:34]=[CH:33][CH:32]=1>CCOC(C)=O.C1C=CC([P]([Pd]([P](C2C=CC=CC=2)(C2C=CC=CC=2)C2C=CC=CC=2)([P](C2C=CC=CC=2)(C2C=CC=CC=2)C2C=CC=CC=2)[P](C2C=CC=CC=2)(C2C=CC=CC=2)C2C=CC=CC=2)(C2C=CC=CC=2)C2C=CC=CC=2)=CC=1>[C:1]([O:5][C:6]([N:8]1[CH2:13][CH2:12][CH:11]([C:14]2[CH:19]=[CH:18][C:17]([NH2:20])=[C:16]([C:34]3[CH2:35][CH2:36][C:31]([CH3:22])([CH3:37])[CH2:32][CH:33]=3)[N:15]=2)[CH2:10][CH2:9]1)=[O:7])([CH3:4])([CH3:3])[CH3:2] |f:2.3.4,^1:47,49,68,87|. Procedure details: A solution of 209 mg (0.587 mmol) 5-amino-6-bromo-3′,4′,5′,6′-tetrahydro-2′H-[2,4′]bipyridinyl-1′-carboxylic acid tert-butyl ester (as prepared in the previous step) in 5 mL of toluene and 2.5 mL of EtOH was treated with 99.3 mg (0.645 mmol) 4,4-dicyclohex-1-enylboronic acid and 2.34 mL (4.69 mmol) 2 M aqueous Na2CO3. The mixture was degassed via sonication, placed under argon, treated with 47.4 mg (0.0410 mmol) Pd(PPh3)4, and heated to 80° C. for 16 h. The mixture was diluted with EtOAc and was...